describe an organic reaction: reactants, conditions, products, and yield From a dataset of the Open Reaction Database (ORD), a public repository of structured organic reaction records. Product: NN1CC(O)CC(c2ccc(F)cc2Cl)C1=O. Reaction SMILES: [Cl:1][c:2]1[c:3]([CH:9]2[C:10](=[O:24])[N:11]([NH:16][C:17](=[O:18])[O:19][C:20]([CH3:21])([CH3:22])[CH3:23])[CH2:12][CH:13]([OH:15])[CH2:14]2)[cH:4][cH:5][c:6]([F:8])[cH:7]1.[ClH:25]>>[Cl:1][c:2]1[c:3]([CH:9]2[C:10](=[O:24])[N:11]([NH2:16])[CH2:12][CH:13]([OH:15])[CH2:14]2)[cH:4][cH:5][c:6]([F:8])[cH:7]1. The reactants are CC(C)(C)OC(=O)NN1CC(O)CC(c2ccc(F)cc2Cl)C1=O, Cl. Reactants: C1(=CC=CC=C1)P(C1=CC=CC=C1)C1=CC=CC=C1 (triphenylphosphine), OC1=CC=C(C(=O)OC)C=C1 (methyl 4-hydroxybenzoate), N(=NC(=O)OCC)C(=O)OCC (diethyl azodicarboxylate), CC1(C=2C=CC(=CC2C(CC1)(C)C)[C@H](CO)CCCCC)C ((R)-2-(5,5,8,8-tetramethyl-5,6,7,8-tetrahydronaphthalen-2-yl)-heptanol). Run in C1CCOC1 (THF), CCOCC (ether). Yields the product CC1(C=2C=CC(=CC2C(CC1)(C)C)[C@H](COC1=CC=C(C(=O)OC)C=C1)CCCCC)C ((R)-methyl 4-[2-(5,5,8,8-tetramethyl-5,6,7,8-tetrahydronaphthalen-2-yl)-heptyloxy]-benzoate). The yield is 81.5%. Reaction SMILES: [CH3:1][C:2]1([CH3:22])[CH2:11][CH2:10][C:9]([CH3:13])([CH3:12])[C:8]2[CH:7]=[C:6]([C@@H:14]([CH2:17][CH2:18][CH2:19][CH2:20][CH3:21])[CH2:15][OH:16])[CH:5]=[CH:4][C:3]1=2.C1(P(C2C=CC=CC=2)C2C=CC=CC=2)C=CC=CC=1.O[C:43]1[CH:52]=[CH:51][C:46]([C:47]([O:49][CH3:50])=[O:48])=[CH:45][CH:44]=1.N(C(OCC)=O)=NC(OCC)=O>C1COCC1.CCOCC>[CH3:1][C:2]1([CH3:22])[CH2:11][CH2:10][C:9]([CH3:12])([CH3:13])[C:8]2[CH:7]=[C:6]([C@@H:14]([CH2:17][CH2:18][CH2:19][CH2:20][CH3:21])[CH2:15][O:16][C:43]3[CH:52]=[CH:51][C:46]([C:47]([O:49][CH3:50])=[O:48])=[CH:45][CH:44]=3)[CH:5]=[CH:4][C:3]1=2. Procedure: 850 mg of (R)-2-(5,5,8,8-tetramethyl-5,6,7,8-tetrahydronaphthalen-2-yl)-heptanol dissolved in 50 ml THF were treated with 810 mg of triphenylphosphine, 470 mg of methyl 4-hydroxybenzoate and 0.49 ml of diethyl azodicarboxylate. The reaction mixture was heated to reflux for 6 hours. The mixture was diluted with 100 ml of ether and washed with two portions of 25 ml of water and one portion of 25 ml of sat. aq. sodium chloride solution. The organic phase was dried over MgSO4. The solvents were remo... Starting materials: Cl, Nc1ccc(I)cc1, [Na+], O=[N+]([O-])[O-], O, Cl[Sn]Cl. Yields the product NNc1ccc(I)cc1. As a reaction SMILES: [ClH:18].[I:6][c:7]1[cH:8][cH:9][c:10]([NH2:11])[cH:12][cH:13]1.[Na+:1].[O-:2][N+:3](=[O:4])[O-:5].[OH2:17].[Sn:14]([Cl:15])[Cl:16]>>[NH2:3][NH:11][c:10]1[cH:9][cH:8][c:7]([I:6])[cH:13][cH:12]1. Starting materials: BrC=1C=CC(=C(C1)C1=NC2=CC=C(C=C2C=C1)C1=NC2=C(N1C1CCCCC1)C=CC(=C2)C(=O)O)O (2-[2-(5-Bromo-2-hydroxy-phenyl)-quinolin-6-yl]-1-cyclohexyl-1H-benzoimidazole-5-carboxylic acid), [OH-].[K+] (KOH), Compound 354e, [N+](=O)([O-])C1=C(C=CC=C1)C(C)=O (1-(2-nitro-phenyl)-ethanone). Run in C(C)O (ethanol), C(C)O (ethanol). Product: [N+](=O)([O-])C1=C(C=CC=C1)C1(CC=2C=CC=NC2C=C1)C1=NC2=C(N1)C=CC(=C2)C(=O)O (2-[6-(2-Nitro-phenyl)-quinolin-6-yl]-1H-benzoimidazole-5-carboxylic acid). Isolated yield 10.0%. RXN SMILES: BrC1C=CC(O)=C([C:8]2[CH:17]=[CH:16][C:15]3[C:10](=[CH:11][CH:12]=[C:13]([C:18]4[N:22](C5CCCCC5)[C:21]5[CH:29]=[CH:30][C:31]([C:33]([OH:35])=[O:34])=[CH:32][C:20]=5[N:19]=4)[CH:14]=3)[N:9]=2)C=1.[N+:37]([C:40]1[CH:45]=[CH:44][CH:43]=[CH:42][C:41]=1C(=O)C)([O-])=[O:38].[OH-:49].[K+]>C(O)C>[N+:37]([C:40]1[CH:45]=[CH:44][CH:43]=[CH:42][C:41]=1[C:13]1([C:18]2[NH:22][C:21]3[CH:29]=[CH:30][C:31]([C:33]([OH:35])=[O:34])=[CH:32][C:20]=3[N:19]=2)[CH:12]=[CH:11][C:10]2[N:9]=[CH:8][CH:17]=[CH:16][C:15]=2[CH2:14]1)([O-:38])=[O:49] |f:2.3|. Procedure details: Following the procedure and workup for Compound 354, Compound 354e (100 mg, 0.256 mmol) was reacted with 1-(2-nitro-phenyl)-ethanone (0.256 mmol) in ethanol (2 mL) using 10% w/v KOH in ethanol (506 μL, 0.64 mmol) to produce the title compound (11 mg, 10% yield). MS: 493.21 (M+H+); HPLC Procedure A, retention time=12.72 min. Starting materials: C(C)(=O)OC1=CC=C(O[C@@H](C(=O)OC)C)C=C1 (methyl (R)-2-(4-acetoxyphenoxy)propionate), Cl (hydrogen chloride). Run in CO (methanol), CO (methanol). Product: OC1=CC=C(O[C@@H](C(=O)OC)C)C=C1 (Methyl (R)-2-(4-hydroxyphenoxy)propionate). Isolated yield 96.0%. As a reaction SMILES: C([O:4][C:5]1[CH:17]=[CH:16][C:8]([O:9][C@H:10]([CH3:15])[C:11]([O:13][CH3:14])=[O:12])=[CH:7][CH:6]=1)(=O)C.Cl>CO>[OH:4][C:5]1[CH:6]=[CH:7][C:8]([O:9][C@H:10]([CH3:15])[C:11]([O:13][CH3:14])=[O:12])=[CH:16][CH:17]=1. Reported procedure: A mixture of 45 g (189 mmol) of methyl (R)-2-(4-acetoxyphenoxy)propionate (enantiomeric excess 94-95%), 135 ml of methanol and 2.5 ml of methanol saturated with gaseous hydrogen chloride was refluxed for 5 h and subsequently concentrated. The crude product was purified by distillation at 140° C. under 0.1 mbar. Yield: 96% (94-95% enantiomeric excess). The reactants are F[B-](F)(F)F, COC(=O)CCCC(=O)[O-], C1CCOC1, CCN(C(C)C)C(C)C, Cc1nc(N)sc1-c1ccc(S(=O)(=O)NCCN2CCOCC2)s1, CN(C)C(On1nnc2ccccc21)=[N+](C)C. The product is COC(=O)CCCC(=O)Nc1nc(C)c(-c2ccc(S(=O)(=O)NCCN3CCOCC3)s2)s1. Reaction SMILES: [B-:25]([F:26])([F:27])([F:28])[F:29].[C:47]([CH2:48][CH2:49][CH2:50][C:51](=[O:52])[O-:53])(=[O:54])[O:55][CH3:56].[CH2:66]1[O:67][CH2:68][CH2:69][CH2:70]1.[CH:57]([N:58]([CH2:59][CH3:60])[CH:61]([CH3:62])[CH3:63])([CH3:64])[CH3:65].[NH2:1][c:2]1[s:3][c:4](-[c:8]2[cH:9][cH:10][c:11]([S:13](=[O:14])(=[O:15])[NH:16][CH2:17][CH2:18][N:19]3[CH2:20][CH2:21][O:22][CH2:23][CH2:24]3)[s:12]2)[c:5]([CH3:7])[n:6]1.[n:30]1([O:31][C:32]([N:33]([CH3:34])[CH3:35])=[N+:36]([CH3:37])[CH3:38])[c:39]2[cH:40][cH:41][cH:42][cH:43][c:44]2[n:45][n:46]1>>[NH:1]([c:2]1[s:3][c:4](-[c:8]2[cH:9][cH:10][c:11]([S:13](=[O:14])(=[O:15])[NH:16][CH2:17][CH2:18][N:19]3[CH2:20][CH2:21][O:22][CH2:23][CH2:24]3)[s:12]2)[c:5]([CH3:7])[n:6]1)[C:51]([CH2:50][CH2:49][CH2:48][C:47](=[O:54])[O:55][CH3:56])=[O:52]. Reactants: COc1ccc(N)cc1Cl, O=N[O-], [Na+], O, O=S(=O)(O)O. Product: COc1ccc(O)cc1Cl. RXN SMILES: [Cl:1][c:2]1[cH:3][c:4]([NH2:5])[cH:6][cH:7][c:8]1[O:9][CH3:10].[N:16]([O-:17])=[O:18].[Na+:19].[OH2:20].[S:11]([OH:12])(=[O:13])(=[O:14])[OH:15]>>[Cl:1][c:2]1[cH:3][c:4]([OH:12])[cH:6][cH:7][c:8]1[O:9][CH3:10]. Starting materials: Cl (HCl), NC=1SC2=C(N1)C=CC(=C2)OC2=CC=C(C=C2)F (2-amino-6-(4′-fluorophenoxy)-benzothiazole), N1=CC=CC=C1 (pyridine), ice water, ClC(=S)OC (methyl chlorothioformate). Reaction conditions: time 1 hour. Yields the product FC1=CC=C(OC2=CC3=C(N=C(S3)NC(OCC)=S)C=C2)C=C1 (Ethyl {[6-(4-Fluorophenoxy)-2-benzothiazolyl]amino}methanethioate). Isolated yield 65.0%. RXN SMILES: [NH2:1][C:2]1[S:3][C:4]2[CH:10]=[C:9]([O:11][C:12]3[CH:17]=[CH:16][C:15]([F:18])=[CH:14][CH:13]=3)[CH:8]=[CH:7][C:5]=2[N:6]=1.Cl[C:20]([O:22][CH3:23])=[S:21].Cl.N1C=CC=C[CH:26]=1>>[F:18][C:15]1[CH:14]=[CH:13][C:12]([O:11][C:9]2[CH:8]=[CH:7][C:5]3[N:6]=[C:2]([NH:1][C:20](=[S:21])[O:22][CH2:23][CH3:26])[S:3][C:4]=3[CH:10]=2)=[CH:17][CH:16]=1. Reported procedure: A suspension of 2-amino-6-(4′-fluorophenoxy)-benzothiazole (associated with 2.0 eq of KBr salt, 2.50 g, 5.02 mmol) in 10 mL pyridine was treated dropwise with methyl chlorothioformate (0.65 mL, 7.53 mmol, 01.5 eq). It was stirred at room temperature for about 1 hour, and was poured into 40 mL ice water. The mixture was acidified slowly with 1 M HCl solution. The result precipitate was filtered off, washed with water and MeOH, and dried under vacuum to give 1.18 g (65%) desired compound. LC/MS 33...